From a dataset of the Open Reaction Database (ORD), a public repository of structured organic reaction records. describe an organic reaction: reactants, conditions, products, and yield The reactants are ClCCl, Nc1ccc(Cl)cc1, CC(C)OC(=O)C(C(=O)O)=C1SCS1, c1ccncc1. Yields the product CC(C)OC(=O)C(C(=O)Nc1ccc(Cl)cc1)=C1SCS1. As a reaction SMILES: [CH2:29]([Cl:30])[Cl:31].[NH2:21][c:22]1[cH:23][cH:24][c:25]([Cl:26])[cH:27][cH:28]1.[S:1]1[C:2](=[C:5]([C:6](=[O:7])[O:8][CH:9]([CH3:10])[CH3:11])[C:12](=[O:13])[OH:14])[S:3][CH2:4]1.[cH:15]1[cH:16][cH:17][n:18][cH:19][cH:20]1>>[S:1]1[C:2](=[C:5]([C:6](=[O:7])[O:8][CH:9]([CH3:10])[CH3:11])[C:12](=[O:14])[NH:21][c:22]2[cH:23][cH:24][c:25]([Cl:26])[cH:27][cH:28]2)[S:3][CH2:4]1. Reactants: C(CC=1C(C(=O)O)=CC=CC1)(=O)O (homophthalic acid), C(C=C)N (allylamine). Product: C(C=C)N1C(C2=CC=CC=C2CC1=O)=O (2-allylisoquinoline-1,3 (2H, 4H)-dione). The yield is 46.0%. As a reaction SMILES: [C:1]([OH:13])(=O)[CH2:2][C:3]1[C:4](=[CH:8][CH:9]=[CH:10][CH:11]=1)[C:5]([OH:7])=O.[CH2:14]([NH2:17])[CH:15]=[CH2:16]>>[CH2:14]([N:17]1[C:1](=[O:13])[CH2:2][C:3]2[C:4](=[CH:8][CH:9]=[CH:10][CH:11]=2)[C:5]1=[O:7])[CH:15]=[CH2:16]. Procedure details: A mixture of homophthalic acid (9.0 g., 0.05 mole) and allylamine (2.8 g., 0.05 mole) was heated by an oil bath to 185°-190° C. for 40 minutes. The mixture solidified upon cooling, and was recrystallized twice from isopropanol, giving 2-allylisoquinoline-1,3 (2H, 4H)-dione, 4.6 g. (46% yield), m.p. 75°-77° C. Reactants: CC(=CC(=O)OCC)C=O (ethyl 3-methyl-4-oxobut-2-enoate), ice, Cl (HCl), BrC1=C(C(=C(C=C1)OC)OC)C(C)C (1-bromo-2-isopropyl-3,4-dimethoxybenzene), C(C)Br (ethyl bromide), [Mg] (magnesium). Conditions: temperature 0 celsius, time 1 hour. As a reaction SMILES: Br[C:2]1[CH:7]=[CH:6][C:5]([O:8][CH3:9])=[C:4]([O:10][CH3:11])[C:3]=1[CH:12]([CH3:14])[CH3:13].C(Br)C.[Mg].[CH3:19][C:20]([CH:27]=[O:28])=[CH:21][C:22]([O:24][CH2:25][CH3:26])=[O:23].Cl>C1COCC1>[OH:28][CH:27]([C:2]1[CH:7]=[CH:6][C:5]([O:8][CH3:9])=[C:4]([O:10][CH3:11])[C:3]=1[CH:12]([CH3:14])[CH3:13])[C:20]([CH3:19])=[CH:21][C:22]([O:24][CH2:25][CH3:26])=[O:23]. The yield is 78.8%. Solvent: C1CCOC1 (THF), C1CCOC1 (THF). Product: OC(C(=CC(=O)OCC)C)C1=C(C(=C(C=C1)OC)OC)C(C)C (Ethyl 4-Hydroxy-4-[3,4-dimethoxy-2-(1-methylethyl)phenyl]-3-methylbut-2-enoate). Procedure details: Compound 7 (10.0 g, 38.6 mmol) and ethyl bromide (0.60 g, 5.5mmol) were added to magnesium turnings (1.20 g, 49.4 mg atom) in 100 mL of dry THF in a 520 mL round bottom flask equipped with a reflux condenser and magnetic stirrer. The mixture was refluxed with stirring under a static nitrogen atmosphere for 1 h. The reaction mixture was cooled to 0° C. and 7a (6.90 g, 48.5mmol) in 25 mL of dry THF at 0° C. was added. The mixture was stirred at ambient temp for 1 h and poured into 100 g of ice and... The reactants are O=C([O-])O, CC(=O)OC(C)=O, Cl, NC(COC(F)F)C(=O)O, [Na+], C1COCCO1, O. Product: CC(=O)NC(COC(F)F)C(=O)O. RXN SMILES: [C:11](=[O:12])([OH:13])[O-:14].[CH3:16][C:17](=[O:18])[O:19][C:20](=[O:21])[CH3:22].[ClH:23].[NH2:1][CH:2]([C:3](=[O:4])[OH:5])[CH2:6][O:7][CH:8]([F:9])[F:10].[Na+:15].[O:25]1[CH2:26][CH2:27][O:28][CH2:29][CH2:30]1.[OH2:24]>>[NH:1]([CH:2]([C:3](=[O:4])[OH:5])[CH2:6][O:7][CH:8]([F:9])[F:10])[C:17]([CH3:16])=[O:18]. Reactants: [Na].N1C=NC=C1 (imidazole sodium salt), ClC=1C=C(OC2=CC=C(C=C2)C2(OCC(O2)CC)CBr)C=CC1 (2-[p-(3chlorophenoxy)phenyl]-2-bromomethyl-4-ethyl-1,3-dioxolane), [I-].[K+] (potassium iodide). Run in CN(C=O)C (dimethyl formamide), O (water). Yields the product ClC=1C=C(OC2=CC=C(C=C2)C2(OCC(O2)CC)CC=2NC=CN2)C=CC1 (2-[p-(3-Chlorophenoxy)phenyl]-2-(l-imidazolylmethyl)-4-ethyl-1,3-dioxolane). RXN SMILES: [Na].[NH:2]1[CH:6]=[CH:5][N:4]=[CH:3]1.[Cl:7][C:8]1[CH:9]=[C:10]([CH:27]=[CH:28][CH:29]=1)[O:11][C:12]1[CH:17]=[CH:16][C:15]([C:18]2([CH2:25]Br)[O:22][CH:21]([CH2:23][CH3:24])[CH2:20][O:19]2)=[CH:14][CH:13]=1.[I-].[K+]>CN(C)C=O.O>[Cl:7][C:8]1[CH:9]=[C:10]([CH:27]=[CH:28][CH:29]=1)[O:11][C:12]1[CH:13]=[CH:14][C:15]([C:18]2([CH2:25][C:3]3[NH:2][CH:6]=[CH:5][N:4]=3)[O:22][CH:21]([CH2:23][CH3:24])[CH2:20][O:19]2)=[CH:16][CH:17]=1 |f:0.1,3.4,^1:0|. Procedure details: 1.2 parts of imidazole sodium salt, 4 parts of 2-[p-(3chlorophenoxy)phenyl]-2-bromomethyl-4-ethyl-1,3-dioxolane and a catalytic amount of potassium iodide are stirred in 50 ml of dimethyl formamide for 17 hours at a temperature of 125° C. The brown reaction mixture is cooled to room temperature, diluted with 150 ml of water and extracted with three 50 ml portions of ethyl acetate. The combined extracts are washed with two 50 ml portions of water, and dried over sodium sulfate. The solvent is rem... Starting materials: Cc1c[nH]c(C)c1-c1nc2ccc(C(=O)c3ccccc3)cc2[nH]1, CN(C)C=O, [Na+], [OH-], O, O=P(Cl)(Cl)Cl. Yields the product Cc1[nH]c(C=O)c(C)c1-c1nc2ccc(C(=O)c3ccccc3)cc2[nH]1. Reaction SMILES: [CH3:11][c:12]1[nH:13][cH:14][c:15]([CH3:34])[c:16]1-[c:17]1[nH:18][c:19]2[c:20]([n:21]1)[cH:22][cH:23][c:24]([C:26]([c:27]1[cH:28][cH:29][cH:30][cH:31][cH:32]1)=[O:33])[cH:25]2.[CH3:6][N:7]([CH:8]=[O:9])[CH3:10].[Na+:36].[OH-:35].[OH2:37].[P:1]([Cl:2])([Cl:3])([Cl:4])=[O:5]>>[CH:8](=[O:9])[c:14]1[nH:13][c:12]([CH3:11])[c:16](-[c:17]2[nH:18][c:19]3[c:20]([n:21]2)[cH:22][cH:23][c:24]([C:26]([c:27]2[cH:28][cH:29][cH:30][cH:31][cH:32]2)=[O:33])[cH:25]3)[c:15]1[CH3:34].